From a dataset of the Open Reaction Database (ORD), a public repository of structured organic reaction records. describe an organic reaction: reactants, conditions, products, and yield Starting materials: CCC(=O)Cl, Cl, O=C(NC1CCNCC1)c1c[nH]c2c(-c3ccc(F)cc3OCC3CC3)ncnc12. The product is CCC(=O)N1CCC(NC(=O)c2c[nH]c3c(-c4ccc(F)cc4OCC4CC4)ncnc23)CC1. Reaction SMILES: [C:32]([CH2:33][CH3:34])(=[O:35])[Cl:36].[ClH:1].[NH:2]1[CH2:3][CH2:4][CH:5]([NH:8][C:9](=[O:10])[c:11]2[cH:12][nH:13][c:14]3[c:15]2[n:16][cH:17][n:18][c:19]3-[c:20]2[c:21]([O:27][CH2:28][CH:29]3[CH2:30][CH2:31]3)[cH:22][c:23]([F:26])[cH:24][cH:25]2)[CH2:6][CH2:7]1>>[N:2]1([C:32]([CH2:33][CH3:34])=[O:35])[CH2:3][CH2:4][CH:5]([NH:8][C:9](=[O:10])[c:11]2[cH:12][nH:13][c:14]3[c:15]2[n:16][cH:17][n:18][c:19]3-[c:20]2[c:21]([O:27][CH2:28][CH:29]3[CH2:30][CH2:31]3)[cH:22][c:23]([F:26])[cH:24][cH:25]2)[CH2:6][CH2:7]1.